From a dataset of the Open Reaction Database (ORD), a public repository of structured organic reaction records. describe an organic reaction: reactants, conditions, products, and yield Reaction SMILES: [C:1]([CH3:2])(=[O:3])[O:4][CH2:5][S:6][c:7]1[c:8]([F:26])[cH:9][c:10](-[c:14]2[c:15](-[c:20]3[cH:21][cH:22][cH:23][cH:24][cH:25]3)[n:16][o:17][c:18]2[CH3:19])[cH:11][c:12]1[F:13].[C:33]([O:34][O-:35])(=[O:36])[c:37]1[c:38]([C:43]([O-:44])=[O:45])[cH:39][cH:40][cH:41][cH:42]1.[CH3:50][OH:51].[Cl-:48].[Cl:52][CH2:53][Cl:54].[Mg+2:46].[NH4+:49].[OH2:27].[OH2:28].[OH2:29].[OH2:30].[OH2:31].[OH2:32].[OH2:47]>>[C:1]([CH3:2])(=[O:3])[O:4][CH2:5][S:6]([c:7]1[c:8]([F:26])[cH:9][c:10](-[c:14]2[c:15](-[c:20]3[cH:21][cH:22][cH:23][cH:24][cH:25]3)[n:16][o:17][c:18]2[CH3:19])[cH:11][c:12]1[F:13])(=[O:27])=[O:28]. Yields the product CC(=O)OCS(=O)(=O)c1c(F)cc(-c2c(-c3ccccc3)noc2C)cc1F. Starting materials: CC(=O)OCSc1c(F)cc(-c2c(-c3ccccc3)noc2C)cc1F, O=C([O-])c1ccccc1C(=O)O[O-], CO, [Cl-], ClCCl, [Mg+2], [NH4+], O, O, O, O, O, O, O. The reactants are P(=O)(OCC1=CC=CC=C1)(OCC1=CC=CC=C1)OC1=CC=2C=3C4=C(C(=CC3NC2C=C1)C1=CC=CC=C1)C(NC4=O)=O (Dibenzyl 1,3-dioxo-4-phenyl-1,2,3,6-tetrahydropyrrolo[3,4-c]carbazol-9-yl phosphate). The reagents and catalysts are [Pd] (Pd-C). Run in CO.O1CCCC1 (methanol tetrahydrofuran). Run at time 3 hour. Product: P(=O)(OC1=CC=2C=3C4=C(C(=CC3NC2C=C1)C1=CC=CC=C1)C(NC4=O)=O)(O)O (1,3-Dioxo-4-phenyl-1,2,3,6-tetrahydropyrrolo[3,4-c]carbazol-9-yl dihydrogen phosphate). Yield: 70.6%. RXN SMILES: [P:1]([O:19][C:20]1[CH:32]=[CH:31][C:30]2[NH:29][C:28]3[CH:27]=[C:26]([C:33]4[CH:38]=[CH:37][CH:36]=[CH:35][CH:34]=4)[C:25]4[C:39](=[O:43])[NH:40][C:41](=[O:42])[C:24]=4[C:23]=3[C:22]=2[CH:21]=1)([O:11]CC1C=CC=CC=1)([O:3]CC1C=CC=CC=1)=[O:2]>CO.O1CCCC1.[Pd]>[P:1]([OH:3])([OH:11])([O:19][C:20]1[CH:32]=[CH:31][C:30]2[NH:29][C:28]3[CH:27]=[C:26]([C:33]4[CH:34]=[CH:35][CH:36]=[CH:37][CH:38]=4)[C:25]4[C:39](=[O:43])[NH:40][C:41](=[O:42])[C:24]=4[C:23]=3[C:22]=2[CH:21]=1)=[O:2] |f:1.2|. Reported procedure: A solution of the dibenzyl phosphate (336) (100 mg, 0.17 mmol) prepared as described in example 447 in methanol/tetrahydrofuran (3:1, 70 mL) was hydrogenated at 60 psi over Pd-C (5%, catalytic) with stirring for 3 hours. The reaction mixture was then filtered through celite and concentrated in vacuo. Trituration from ethyl acetate/hexane gave the phosphate (337) (49 mg, 71%) as a yellow solid, mp 285–295° C. 1H NMR δ [(CD3)2SO] 12.01 (br s, 1H), 11.09 (br s, 1H), 8.66 (br s, 1H), 7.63 (m, 3H), 7... Starting materials: FC=1C=C2C(C(=O)OC2=O)=CC1 (4-Fluorophthalic anhydride), C(C1=CC=CC=C1)(=O)[O-].[Na+] (sodium benzoate). Run in CN(C)C=O (DMF). The product is C(C1=CC=CC=C1)(=O)OC=1C=C2C(C(=O)OC2=O)=CC1 (4-benzoyloxyphthalic anhydride). Isolated yield 50.7%. RXN SMILES: F[C:2]1[CH:3]=[C:4]2[C:9](=[O:10])[O:8][C:6](=[O:7])[C:5]2=[CH:11][CH:12]=1.[C:13]([O-:21])(=[O:20])[C:14]1[CH:19]=[CH:18][CH:17]=[CH:16][CH:15]=1.[Na+]>CN(C=O)C>[C:13]([O:21][C:2]1[CH:3]=[C:4]2[C:9](=[O:10])[O:8][C:6](=[O:7])[C:5]2=[CH:11][CH:12]=1)(=[O:20])[C:14]1[CH:19]=[CH:18][CH:17]=[CH:16][CH:15]=1 |f:1.2|. Reported procedure: 4-Fluorophthalic anhydride (16.7 g, 100 mmol) and sodium benzoate (14.5 g, 101 mmol) were heated to about 145° C. in DMF (70 ml). After heating for 5 hours, the solvent was distilled off under reduced pressure (the temperature was kept at less than 100° C.). Ethyl acetate (50 ml) was added and the suspension refluxed for 30 minutes. The suspension was filtered and the ethyl acetate allowed to cool to give 4-benzoyloxyphthalic anhydride (13.6 g, 86% pure) as a whitish solid. Ethyl acetate (8 mls)... The reactants are [DHQD]2PHAL, COC1=CC=C(C=C1)/C=C/C(=O)OC (methyl (E)-3-(4-methoxyphenyl)-2-propenoate), C[N+]1(CCOCC1)[O-] (N-methyl morpholine N-oxide), C(C)(C)(C)O (tert-butanol), C1=C(C=C(C(=C1O)O)S(=O)(=O)[O-])S(=O)(=O)[O-].[Na+].[Na+] (Tiron), C(C)(=O)OCC (ethyl acetate). The reagents and catalysts are O.O.[O-][Os](=O)(=O)[O-].[K+].[K+] (Potassium osmate (VI) dihydrate). Run in O (water). Reaction conditions: time 17 hour. The product is OC(C(=O)OC)C(C1=CC=C(C=C1)OC)O (methyl 2,3-dihydroxy-3- (4-methoxyphenyl)propanoate). Yield: 62.0%. RXN SMILES: [CH3:1][O:2][C:3]1[CH:8]=[CH:7]C(/C=C/C(OC)=O)=[CH:5][CH:4]=1.C[N+]1([O-])CC[O:19]CC1.[C:23]([OH:27])([CH3:26])([CH3:25])C.C1C(O)=C(O)C(S([O-])(=O)=O)=CC=1S([O-])(=O)=O.[Na+].[Na+].[C:46]([O:49][CH2:50]C)(=[O:48])C>O.O.[O-][Os]([O-])(=O)=O.[K+].[K+].O>[OH:19][CH:25]([CH:23]([OH:27])[C:26]1[CH:5]=[CH:4][C:3]([O:2][CH3:1])=[CH:8][CH:7]=1)[C:46]([O:49][CH3:50])=[O:48] |f:3.4.5,7.8.9.10.11|. Reported procedure: [DHQD]2PHAL (54.5 mg, 0.25 mol %), methyl (E)-3-(4-methoxyphenyl)-2-propenoate (5.38 g, 28 mmol), N-methyl morpholine N-oxide (60% aqueous solution, 7.0 ml) and tert-butanol (11.2 ml) were charged to a 100 ml 3-neck flask and stirred at room temperature. Potassium osmate (VI) dihydrate (21.4 mg, 0.2 mol %) was added portionwise and the reaction was stirred at room temperature. The reaction procedure was monitored by HPLC. After 17 hours, Tiron (200 mg) was added to quench the reaction, followed ...